From a dataset of the Open Reaction Database (ORD), a public repository of structured organic reaction records. describe an organic reaction: reactants, conditions, products, and yield Starting materials: O=C([O-])[O-], CC(C)=CCCC(C)=CCBr, CN(C)C=O, [K+], [K+], O=[N+]([O-])c1ccc(O)cc1, O. Product: CC(C)=CCCC(C)=CCOc1ccc([N+](=O)[O-])cc1. As a reaction SMILES: [C:11](=[O:12])([O-:13])[O-:14].[CH3:17][C:18](=[CH:19][CH2:20][Br:21])[CH2:22][CH2:23][CH:24]=[C:25]([CH3:26])[CH3:27].[CH3:28][N:29]([CH3:30])[CH:31]=[O:32].[K+:15].[K+:16].[N+:1](=[O:2])([O-:3])[c:4]1[cH:5][cH:6][c:7]([OH:10])[cH:8][cH:9]1.[OH2:33]>>[N+:1](=[O:2])([O-:3])[c:4]1[cH:5][cH:6][c:7]([O:10][CH2:20][CH:19]=[C:18]([CH3:17])[CH2:22][CH2:23][CH:24]=[C:25]([CH3:26])[CH3:27])[cH:8][cH:9]1. Reactants: C(C1=CC=CC=C1)=O (benzaldehyde), C(C)(=O)C1=CC=CC=C1 (acetophenone). The product is C1=CC=C(C=C1)/C=C/C(=O)C2=CC=CC=C2 (1,3-diphenylpropenone). Reaction SMILES: [CH:1](=[O:8])[C:2]1[CH:7]=[CH:6][CH:5]=[CH:4][CH:3]=1.[C:9]([C:12]1[CH:17]=[CH:16][CH:15]=[CH:14][CH:13]=1)(=O)[CH3:10]>>[CH:15]1[CH:16]=[CH:17][C:12](/[CH:9]=[CH:10]/[C:1]([C:2]2[CH:7]=[CH:6][CH:5]=[CH:4][CH:3]=2)=[O:8])=[CH:13][CH:14]=1. Procedure: The compound was not synthesised according to the procedure of Example 1. Instead, an aldol condensation of equimolar amounts of benzaldehyde and acetophenone were first of all carried out to give 1,3-diphenylpropenone: Starting materials: BrC1=CC=C(C=C1)C(CC(=O)C=1C=CC(NC1)=O)C1=C(C=CC=C1)Cl (5-[3-(4-bromo-phenyl)-3-(2-chloro-phenyl)-propionyl]-1H-pyridin-2-one), IC (iodomethane), C([O-])([O-])=O.[K+].[K+] (potassium carbonate). Yields the product BrC1=CC=C(C=C1)C(CC(=O)C=1C=CC(N(C1)C)=O)C1=C(C=CC=C1)Cl (5-[3-(4-Bromo-phenyl)-3-(2-chloro-phenyl)-propionyl]-1-methyl-1H-pyridin-2-one). RXN SMILES: [Br:1][C:2]1[CH:7]=[CH:6][C:5]([CH:8]([C:19]2[CH:24]=[CH:23][CH:22]=[CH:21][C:20]=2[Cl:25])[CH2:9][C:10]([C:12]2[CH:13]=[CH:14][C:15](=[O:18])[NH:16][CH:17]=2)=[O:11])=[CH:4][CH:3]=1.IC.[C:28](=O)([O-])[O-].[K+].[K+]>>[Br:1][C:2]1[CH:7]=[CH:6][C:5]([CH:8]([C:19]2[CH:24]=[CH:23][CH:22]=[CH:21][C:20]=2[Cl:25])[CH2:9][C:10]([C:12]2[CH:13]=[CH:14][C:15](=[O:18])[N:16]([CH3:28])[CH:17]=2)=[O:11])=[CH:4][CH:3]=1 |f:2.3.4|. Procedure details: In analogy to example 161, step 1, 5-[3-(4-bromo-phenyl)-3-(2-chloro-phenyl)-propionyl]-1H-pyridin-2-one was reacted with iodomethane in the presence of potassium carbonate to give the title compound as a colorless solid, MS (ESI−): m/z=429.9 [M−H]−.